Dataset: the Open Reaction Database (ORD), a public repository of structured organic reaction records. Task: describe an organic reaction: reactants, conditions, products, and yield Starting materials: C(C)(C)(C)[N-]CC(O)C1=NC=C(C=C1)Br (tert-butyl(2-(5-bromopyridin-2-yl)-2-hydroxylethyl)amide), petroleum ether ethyl acetate, O (water), [H-].[Na+] (NaH). Run in O1CCCC1 (tetrahydrofuran). Run at temperature 0 celsius. The product is petroleum ether ethyl acetate, BrC=1C=CC(=NC1)C1CNC(O1)=O (5-(5-bromopyridin-2-yl)oxazolidin-2-one). Yield: 72.0%. As a reaction SMILES: [C:1]([N-:5][CH2:6][CH:7]([C:9]1[CH:14]=[CH:13][C:12]([Br:15])=[CH:11][N:10]=1)[OH:8])(C)(C)C.[H-].[Na+].[OH2:18]>O1CCCC1>[Br:15][C:12]1[CH:13]=[CH:14][C:9]([CH:7]2[O:8][C:1](=[O:18])[NH:5][CH2:6]2)=[N:10][CH:11]=1 |f:1.2|. Procedure: Compound 14a (70 mg, 0.85 mmol) was dissolved in dried tetrahydrofuran (5 mL), cooled to 0° C. NaH (51 mg, 1.28 mmol) was added, and after its completion, the reaction mixture was raised to room temperature, and then raised to 50° C. to react for 4 hrs. The reaction was monitored by TLC (petroleum ether/ethyl acetate=8/1). After the reaction completed, water was added, and the mixture was extracted with ethyl acetate. The organic phase was combined, washed with saturated sodium chloride solution... The product is CN(C)CCCNC(=O)CCCCCCCCCCNC(=O)OC(C)(C)C. Reactants: CC(C)(C)OC(=O)NCCCCCCCCCCC(=O)O, O=C(n1ccnc1)n1ccnc1, CN(C)CCCN, ClCCl, C1CCOC1. As a reaction SMILES: [C:13]([CH3:14])([CH3:15])([CH3:16])[O:17][C:18](=[O:19])[NH:20][CH2:21][CH2:22][CH2:23][CH2:24][CH2:25][CH2:26][CH2:27][CH2:28][CH2:29][CH2:30][C:31](=[O:32])[OH:33].[C:1]([n:2]1[cH:3][cH:4][n:5][cH:6]1)([n:7]1[cH:8][cH:9][n:10][cH:11]1)=[O:12].[CH3:34][N:35]([CH2:36][CH2:37][CH2:38][NH2:39])[CH3:40].[Cl:46][CH2:47][Cl:48].[O:41]1[CH2:42][CH2:43][CH2:44][CH2:45]1>>[C:13]([CH3:14])([CH3:15])([CH3:16])[O:17][C:18](=[O:19])[NH:20][CH2:21][CH2:22][CH2:23][CH2:24][CH2:25][CH2:26][CH2:27][CH2:28][CH2:29][CH2:30][C:31](=[O:33])[NH:39][CH2:38][CH2:37][CH2:36][N:35]([CH3:34])[CH3:40]. Reactants: COCC1=CC(=CC=C1)Br (3-bromobenzyl methyl ether), CN1CCCN(C1=O)C (DMPU), C(C)(C)[N-]C(C)C.[Li+] (lithium diisopropylamide), C(C(C)C)(=O)OCC (ethyl isobutyrate), BrCC=1C=C(C(=O)C2=CC(=CC=C2)CBr)C=CC1 (3,3′-bis(bromomethyl)benzophenone). The solvent is C1CCOC1 (THF). Reaction conditions: temperature -78 celsius, time 30 minute. Product: C(C)OC(C(CC1=CC(=CC=C1)C(C1=CC(=CC=C1)CC(C)(C)C(=O)OCC)=O)(C)C)=O (3-{3-[3-(2-ethoxycarbonyl-2-methyl-propyl)-benzoyl]-phenyl}-2,2-dimethyl -prop ionic acid ethyl ester). Isolated yield 90.0%. As a reaction SMILES: C([N-][CH:5]([CH3:7])[CH3:6])(C)C.[Li+].[C:9]([O:14][CH2:15][CH3:16])(=[O:13])[CH:10]([CH3:12])[CH3:11].Br[CH2:18][C:19]1[CH:20]=[C:21]([CH:32]=[CH:33][CH:34]=1)[C:22]([C:24]1[CH:29]=[CH:28][CH:27]=[C:26]([CH2:30]Br)[CH:25]=1)=[O:23].[CH3:35][O:36][CH2:37][C:38]1C=CC=C(Br)C=1.CN1C(=[O:52])N(C)CCC1>C1COCC1>[CH2:37]([O:36][C:35](=[O:52])[C:5]([CH3:6])([CH3:7])[CH2:18][C:19]1[CH:34]=[CH:33][CH:32]=[C:21]([C:22](=[O:23])[C:24]2[CH:29]=[CH:28][CH:27]=[C:26]([CH2:30][C:10]([C:9]([O:14][CH2:15][CH3:16])=[O:13])([CH3:12])[CH3:11])[CH:25]=2)[CH:20]=1)[CH3:38] |f:0.1|. Procedure details: A solution of lithium diisopropylamide (LDA, 2.0 M in heptane/THF, ethyl benzene, 42.2 mL, 84.4 mmol) was added drop-wise to a solution of ethyl isobutyrate (9.78 g, 84.3 mmol) in anhydrous THF (30 mL) at −78° C. The mixture was allowed to stir at −78° C. for 1 h, before 3,3′-bis(bromomethyl)benzophenone ((prepared according to Shultz, D. A.; Fox, M. A. J. Am. Chem. Soc. 1989, 16, 6311, from 3-bromobenzyl methyl ether (Friedman, L.; Shechter, H. J. Org. Chem. 1961, 26, 2522), 10.34 g, 28.1 mmol)... Reactants: C(=O)C=1C=C(N(C1)C)C(=O)O (4-Formyl-1-methyl-1H-pyrrole-2-carboxylic acid), [Li] (lithium), Cl.Cl.C(C)(C)N1CCNCC1 (1-isopropyl-piperazine dihydrochloride), C(C)(C)N1CCN(CC1)C(=O)C1=CC(=CN1C)C=O (5-(4-Isopropyl-piperazine-1-carbonyl)-1-methyl-1H-pyrrole-3-carbaldehyde), TEA, acid chloride. The solvent is S(=O)(Cl)Cl (thionyl chloride), C(Cl)Cl (DCM), C(Cl)Cl (DCM). Reaction conditions: time 2 hour. Product: C(C)(C)N1CCN(CC1)C(=O)C=1N(C=C(C1)CN1CCCCC1)C ((4-Isopropyl-piperazin-1-yl)-(1-methyl-4-piperidin-1-ylmethyl-1H-pyrrol-2-yl)-methanone). Reaction SMILES: [CH:1]([N:4]1[CH2:9][CH2:8][N:7]([C:10]([C:12]2[N:16]([CH3:17])[CH:15]=[C:14]([CH:18]=O)[CH:13]=2)=[O:11])[CH2:6][CH2:5]1)([CH3:3])[CH3:2].C([C:22]1[CH:23]=[C:24]([C:28](O)=O)[N:25](C)[CH:26]=1)=O.[Li].Cl.Cl.C(N1CCNCC1)(C)C>S(Cl)(Cl)=O.C(Cl)Cl>[CH:1]([N:4]1[CH2:9][CH2:8][N:7]([C:10]([C:12]2[N:16]([CH3:17])[CH:15]=[C:14]([CH2:18][N:25]3[CH2:26][CH2:22][CH2:23][CH2:28][CH2:24]3)[CH:13]=2)=[O:11])[CH2:6][CH2:5]1)([CH3:3])[CH3:2] |f:3.4.5,^1:30|. Procedure: 5-(4-Isopropyl-piperazine-1-carbonyl)-1-methyl-1H-pyrrole-3-carbaldehyde. 4-Formyl-1-methyl-1H-pyrrole-2-carboxylic acid, lithium salt, (1.08 g.) was diluted with thionyl chloride (20 mL) and heated at reflux under nitrogen for 1.5 h. The reaction mixture was carefully concentrated. The residue was co-evaporated with toluene (3×) to remove residual HCl, and then was kept under vacuum for 2 h. Separately, a solution of 1-isopropyl-piperazine dihydrochloride (1.21 g, 6.00 mmol) in DCM (50 mL) was ... Starting materials: CC(C)(C)OC(=O)N1CCNCC1, CC(=O)NC1=CC(=C(C=C1)OC)Br. Reagents/catalysts: CC(C)(C)[O-].[Na+], CC(C)OC1=C(C(=CC=C1)OC(C)C)C2=CC=CC=C2P(C3CCCCC3)C4CCCCC4, CC(=O)O.CC(=O)O.[Pd]. Solvent: CC1=CC=CC=C1. Run at temperature 100 celsius. The product is CC(=O)NC1=CC(=C(C=C1)OC)N2CCNCC2. Yield: 50.9%. Procedure details: A solution of N-(3-bromo-4-methoxyphenyl)acetamide (0.5 g, 2.05 mmol) dissolved in toluene (5 mL) was treated with tert-butyl piperazine-1-carboxylate (0.382 g, 2.05 mmol), diacetoxypalladium (0.046 g, 0.20 mmol), dicyclohexyl(2',6'-diisopropoxybiphenyl-2-yl)phosphine (0.191 g, 0.41 mmol) and sodium 2-methylpropan-2-olate (0.433 g, 4.51 mmol) in a sealed tube. The resulting mixture was degassed and stirred at 100 °C for 8 hours in a microwave. The mixture was pre-absorbed onto silica. The crude ...